From a dataset of the Open Reaction Database (ORD), a public repository of structured organic reaction records. describe an organic reaction: reactants, conditions, products, and yield Reactants: O=C(NC1=C(F)C(F)=C(C(F)=C1F)C(F)(F)F)C(C)(C)CC=2C=CC=CC2. The reagents and catalysts are O=C(O)C, [K].O=C(O)O, [B-](F)(F)(F)F.CC[N+](CC)(CC)CC, O1B(OC(C)(C)C1(C)C)B2OC(C)(C)C(O2)(C)C, N=1C(OC)=CC(OC)=C2C=CC=CC12, [Pd].O=C(O)C. Solvent: N#CC. Run at temperature 80 celsius, time 15 hour. Product: O=C(NC1=C(F)C(F)=C(C(F)=C1F)C(F)(F)F)C(C)(CB2OC(C)(C)C(O2)(C)C)CC=3C=CC=CC3. Isolated yield 77.0%. Starting materials: CCCCOc1ccc(CN2CCSCC(NC(=O)OC(C)(C)C)C2=O)cc1, Cl, C1COCCO1. Yields the product CCCCOc1ccc(CN2CCSCC(N)C2=O)cc1, Cl. Reaction SMILES: [CH2:1]([CH2:2][CH2:3][CH3:4])[O:5][c:6]1[cH:7][cH:8][c:9]([CH2:10][N:11]2[CH2:12][CH2:13][S:14][CH2:15][CH:16]([NH:19][C:20](=[O:21])[O:22][C:23]([CH3:24])([CH3:25])[CH3:26])[C:17]2=[O:18])[cH:27][cH:28]1.[ClH:29].[O:30]1[CH2:31][CH2:32][O:33][CH2:34][CH2:35]1>>[CH2:1]([CH2:2][CH2:3][CH3:4])[O:5][c:6]1[cH:7][cH:8][c:9]([CH2:10][N:11]2[CH2:12][CH2:13][S:14][CH2:15][CH:16]([NH2:19])[C:17]2=[O:18])[cH:27][cH:28]1.[ClH:29]. The reactants are CN1N=CC=C1O (1-methyl-5-hydroxypyrazol), C([O-])([O-])=O.[K+].[K+] (potassium carbonate), O1CCCC1 (tetrahydrofurane), ClC1=C(C(=O)OC)C=CC(=C1CBr)S(=O)(=O)C (methyl 2-chloro-3-bromomethyl-4-methylsulfonylbenzoate), O1CCCC1 (tetrahydrofurane). The solvent is C(C)(=O)OCC (ethyl acetate). Run at temperature 40 celsius, time 12 hour. Product: ClC1=C(C(=O)OC)C=CC(=C1COC1=CC=NN1C)S(=O)(=O)C (methyl 2-chloro-[(1-methylpyrazol-5-yl)oxymethyl]-4-methylsulfonylbenzoate). RXN SMILES: [CH3:1][N:2]1[C:6]([OH:7])=[CH:5][CH:4]=[N:3]1.C(=O)([O-])[O-].[K+].[K+].O1CCCC1.[Cl:19][C:20]1[C:29]([CH2:30]Br)=[C:28]([S:32]([CH3:35])(=[O:34])=[O:33])[CH:27]=[CH:26][C:21]=1[C:22]([O:24][CH3:25])=[O:23]>C(OCC)(=O)C>[Cl:19][C:20]1[C:29]([CH2:30][O:7][C:6]2[N:2]([CH3:1])[N:3]=[CH:4][CH:5]=2)=[C:28]([S:32]([CH3:35])(=[O:34])=[O:33])[CH:27]=[CH:26][C:21]=1[C:22]([O:24][CH3:25])=[O:23] |f:1.2.3|. Procedure: 4.3 g (44 mmol) of 1-methyl-5-hydroxypyrazol, 9.1 g of potassium carbonate and 100 ml of tetrahydrofurane are heated at 65° C. for 1 h. 15 g (44 mmol) of methyl 2-chloro-3-bromomethyl-4-methylsulfonylbenzoate and 150 ml of tetrahydrofurane are added to this mixture and heated at 40° C. for 4 h. This mixture is stirred for 12 h, freed from the solvent under reduced pressure, taken up in ethyl acetate, washed with sodium bicarbonate solution and water, dried and freed form the solvent. The crude p... Starting materials: ClC(CC(C)OC(=O)CCCN1CCC(CC1)COC(=O)C1=CNC2=CC=CC=C12)(Cl)Cl (1H-indole-3-carboxylic acid 1-[3-(2,2,2-trichloroethyl-ethoxycarbonyl)-propyl]piperidine-4-ylmethyl ester). Reagents/catalysts: [Zn] (Zn). Solvent: C1CCOC1 (THF), OP(=O)(O)[O-].[K+] (KH2PO4). Conditions: time 24 hour. Yields the product C(=O)(O)CCCN1CCC(CC1)COC(=O)C1=CNC2=CC=CC=C12 (1H-indole-3-carboxylic acid 1-(3-carboxy-propyl)-piperidin-4-ylmethyl ester), solid. Yield: 84.2%. As a reaction SMILES: ClC(Cl)(Cl)CC([O:6][C:7]([CH2:9][CH2:10][CH2:11][N:12]1[CH2:17][CH2:16][CH:15]([CH2:18][O:19][C:20]([C:22]2[C:30]3[C:25](=[CH:26][CH:27]=[CH:28][CH:29]=3)[NH:24][CH:23]=2)=[O:21])[CH2:14][CH2:13]1)=[O:8])C>C1COCC1.OP([O-])(O)=O.[K+].[Zn]>[C:7]([CH2:9][CH2:10][CH2:11][N:12]1[CH2:17][CH2:16][CH:15]([CH2:18][O:19][C:20]([C:22]2[C:30]3[C:25](=[CH:26][CH:27]=[CH:28][CH:29]=3)[NH:24][CH:23]=2)=[O:21])[CH2:14][CH2:13]1)([OH:8])=[O:6] |f:2.3|. Procedure details: 1H-indole-3-carboxylic acid 1-[3-(2,2,2-trichloroethyl-ethoxycarbonyl)-propyl]piperidine-4-ylmethyl ester (0.48 g, 1.0 mmol) was dissolved in a mixture of THF (25 ml) and aqueous 1 M KH2PO4 (5 ml). Zn-powder (0.66 g, 10.0 mmol) was added and the resulting mixture stirred at room temperature for 24 h. The reaction mixture was filtered through a pad of kiselguhr and the filtrate evaporated in vacuo. The residue was separated with flash chromatography (SiO2, EtOAc/MeOH (2:1)). The expected product ... Yields the product Cl.OCCOC([C@@H](N)CC1=CC=C(C=C1)[N+](=O)[O-])=O (4-Nitro-(S)-Phenylalanine Hydroxyethyl ester Hydrochloride). Procedure details: Dry hydrogen chloride (68.3 g) was dissolved in ethylene glycol (994 mL) at <20° C. and then solid 4-nitro-(S)-phenylalanine (198.7 g) added with stirring. The mixture was heated to 80-85° C. and held at this temperature for 2 h. After a LC completion check, the preparation was allowed to drift to 60° C. and seeded with authentic product. Once crystallisation had initiated, the resulting suspension was cooled further to 20° C. and stirred out overnight. The 4-nitro(S)-phenylalanine hydroxyethyl ... The reactants are Cl (hydrogen chloride), C(CO)O (ethylene glycol), [N+](=O)([O-])C1=CC=C(C[C@H](N)C(=O)O)C=C1 (4-nitro-(S)-phenylalanine). As a reaction SMILES: [ClH:1].[N+:2]([C:5]1[CH:16]=[CH:15][C:8]([CH2:9][C@@H:10]([C:12]([OH:14])=[O:13])[NH2:11])=[CH:7][CH:6]=1)([O-:4])=[O:3].[CH2:17](O)[CH2:18][OH:19]>>[ClH:1].[OH:19][CH2:18][CH2:17][O:13][C:12](=[O:14])[C@H:10]([CH2:9][C:8]1[CH:7]=[CH:6][C:5]([N+:2]([O-:4])=[O:3])=[CH:16][CH:15]=1)[NH2:11] |f:3.4|. Run at temperature 82.5 celsius, time 2 hour. The yield is 73.9%. Reactants: [Cl-].[NH4+] (ammonium chloride), [BH4-].[Li+] (Lithium borohydride), C(C)OC(=O)C1(CCC2(OCCO2)CC1)C1=NC=C(C=C1)Br (8-(5-bromopyridin-2-yl)-1,4-dioxaspiro[4.5]decane-8-carboxylic acid ethyl ester), [BH4-].[Li+] (lithium borohydride). The solvent is O1CCCC1 (tetrahydrofuran). Conditions: time 39 hour. The product is BrC=1C=CC(=NC1)C1(CCC2(OCCO2)CC1)CO ([8-(5-bromopyridin-2-yl)-1,4-dioxaspiro[4.5]dec-8-yl]methanol). Isolated yield 80.3%. As a reaction SMILES: [BH4-].[Li+].C([O:5][C:6]([C:8]1([C:18]2[CH:23]=[CH:22][C:21]([Br:24])=[CH:20][N:19]=2)[CH2:17][CH2:16][C:11]2([O:15][CH2:14][CH2:13][O:12]2)[CH2:10][CH2:9]1)=O)C.[Cl-].[NH4+]>O1CCCC1>[Br:24][C:21]1[CH:22]=[CH:23][C:18]([C:8]2([CH2:6][OH:5])[CH2:17][CH2:16][C:11]3([O:15][CH2:14][CH2:13][O:12]3)[CH2:10][CH2:9]2)=[N:19][CH:20]=1 |f:0.1,3.4|. Procedure: Lithium borohydride (1.71 g) was added at room temperature to a solution of 8-(5-bromopyridin-2-yl)-1,4-dioxaspiro[4.5]decane-8-carboxylic acid ethyl ester (7.26 g) described in Reference Example 81(2) in tetrahydrofuran (100 ml) and stirred at the same temperature for 39 hours. Then, lithium borohydride (855 mg) was added and stirred at the same temperature for 24 hours. After completion of the reaction, a saturated aqueous solution of ammonium chloride was added thereto, and the mixture was ex...